From a dataset of the Open Reaction Database (ORD), a public repository of structured organic reaction records. describe an organic reaction: reactants, conditions, products, and yield Starting materials: CC1(OCCO1)C1=CC=C(O1)CN1N=CC(=C1)N (1-[5-(2-methyl-[1,3]dioxolan-2-yl)-furan-2-ylmethyl]-1H-pyrazol-4-ylamine), CC=1C=C(C=C(C1)C)C1=C(N=C(O1)C)C(=O)O (5-(3,5-dimethyl-phenyl)-2-methyl-oxazole-4-carboxylic acid). The product is C(C)(=O)C1=CC=C(O1)CN1N=CC(=C1)NC(=O)C=1N=C(OC1C1=CC(=CC(=C1)C)C)C (5-(3,5-Dimethyl-phenyl)-2-methyl-oxazole-4-carboxylic acid [1-(5-acetyl-furan-2-ylmethyl)-1H-pyrazol-4-yl]-amide). As a reaction SMILES: [CH3:1][C:2]1([C:7]2[O:11][C:10]([CH2:12][N:13]3[CH:17]=[C:16]([NH2:18])[CH:15]=[N:14]3)=[CH:9][CH:8]=2)[O:6]CCO1.[CH3:19][C:20]1[CH:21]=[C:22]([C:27]2[O:31][C:30]([CH3:32])=[N:29][C:28]=2[C:33](O)=[O:34])[CH:23]=[C:24]([CH3:26])[CH:25]=1>>[C:2]([C:7]1[O:11][C:10]([CH2:12][N:13]2[CH:17]=[C:16]([NH:18][C:33]([C:28]3[N:29]=[C:30]([CH3:32])[O:31][C:27]=3[C:22]3[CH:21]=[C:20]([CH3:19])[CH:25]=[C:24]([CH3:26])[CH:23]=3)=[O:34])[CH:15]=[N:14]2)=[CH:9][CH:8]=1)(=[O:6])[CH3:1]. Procedure details: Following general procedure B followed by either C or D, starting from 1-[5-(2-methyl-[1,3]dioxolan-2-yl)-furan-2-ylmethyl]-1H-pyrazol-4-ylamine and 5-(3,5-dimethyl-phenyl)-2-methyl-oxazole-4-carboxylic acid.